Dataset: the Open Reaction Database (ORD), a public repository of structured organic reaction records. Task: describe an organic reaction: reactants, conditions, products, and yield Reactants: C(C)OC(C1=CC=C(C=C1)CC1=NC(=NO1)COC1=CC=C(C=C1)OC)=O (4-[3-(4-methoxy-phenoxymethyl)-[1,2,4]oxadiazol-5-ylmethyl]-benzoic acid ethyl ester), C(C)OC(C1=CC(=CC=C1)CC(=O)O)=O (3-carboxymethyl-benzoic acid ethyl ester). Yields the product C(C)OC(C1=CC(=CC=C1)CC1=NC(=NO1)COC1=CC=C(C=C1)OC)=O (3-[3-(4-methoxy-phenoxymethyl)-[1,2,4]oxadiazol-5-ylmethyl]-benzoic acid ethyl ester). RXN SMILES: C(OC(=O)[C:5]1[CH:10]=[CH:9][C:8]([CH2:11][C:12]2[O:16][N:15]=[C:14]([CH2:17][O:18][C:19]3[CH:24]=[CH:23][C:22]([O:25][CH3:26])=[CH:21][CH:20]=3)[N:13]=2)=[CH:7][CH:6]=1)C.[CH2:28]([O:30][C:31](=[O:42])C1C=CC=C(CC(O)=O)C=1)[CH3:29]>>[CH2:28]([O:30][C:31](=[O:42])[C:6]1[CH:5]=[CH:10][CH:9]=[C:8]([CH2:11][C:12]2[O:16][N:15]=[C:14]([CH2:17][O:18][C:19]3[CH:20]=[CH:21][C:22]([O:25][CH3:26])=[CH:23][CH:24]=3)[N:13]=2)[CH:7]=1)[CH3:29]. Reported procedure: The title compound is prepared essentially as described for 4-[3-(4-methoxy-phenoxymethyl)-[1,2,4]oxadiazol-5-ylmethyl]-benzoic acid ethyl ester, employing 3-carboxymethyl-benzoic acid ethyl ester (45%). LC-MS (m/e): 369 (M+1). The reactants are FC1=CC=C(C=C1)N1N=CC(=C(C1=O)OS(=O)(=O)C1=CC=C(C)C=C1)C1=CC=C(C=C1)S(=O)(=O)C (2-(4-fluorophenyl)-4-tosyloxy-5-[4-(methylsulfonyl)phenyl]-3(2H)-pyridazinone), CC(=CCO)C (3-methyl-2-buten-1-ol), N (NH3). Yields the product FC1=CC=C(C=C1)N1N=CC(=C(C1=O)OCC=C(C)C)C1=CC=C(C=C1)S(=O)(=O)C (2-(4-Fluorophenyl)-4-(3-methyl-2-butenoxy)-5-[4-(methylsulfonyl)phenyl]-3(2H)-pyridazinone). As a reaction SMILES: [F:1][C:2]1[CH:7]=[CH:6][C:5]([N:8]2[C:13](=[O:14])[C:12]([O:15]S(C3C=CC(C)=CC=3)(=O)=O)=[C:11]([C:26]3[CH:31]=[CH:30][C:29]([S:32]([CH3:35])(=[O:34])=[O:33])=[CH:28][CH:27]=3)[CH:10]=[N:9]2)=[CH:4][CH:3]=1.[CH3:36][C:37]([CH3:41])=[CH:38][CH2:39]O.N>>[F:1][C:2]1[CH:3]=[CH:4][C:5]([N:8]2[C:13](=[O:14])[C:12]([O:15][CH2:39][CH:38]=[C:37]([CH3:41])[CH3:36])=[C:11]([C:26]3[CH:27]=[CH:28][C:29]([S:32]([CH3:35])(=[O:34])=[O:33])=[CH:30][CH:31]=3)[CH:10]=[N:9]2)=[CH:6][CH:7]=1. Procedure: The title compound was prepared according to the method of Example 335, substituting 2-(4-fluorophenyl)-4-tosyloxy-5-[4-(methylsulfonyl)phenyl]-3(2H)-pyridazinone in place of 2-(3-chlorophenyl)-4-tosyloxy-5-[4-(methylsulfonyl)phenyl]-3(2H)-pyridazinone and substituting 3-methyl-2-buten-1-ol in place of isobutanol (yield: 0.1284 g, 88%). mp 128-132° C. 1H NMR (300 MHz, DMSO d6) δ 1.58 (s, 3H), 1.67 (s, 3H), 3.30 (s, 3H), 4.95 (d, J=7 Hz, 2H), 5.31 (m, 1H), 7.38 (m, 2H), 7.65 (m, 2H), 7.89 (m, 2H)... The reactants are ClC1=C(C=C(C=C1)I)O (2-chloro-5-iodophenol), COC1=CC=C(CCl)C=C1 (4-methoxybenzyl chloride), C(=O)([O-])[O-].[K+].[K+] (K2CO3), 2/1, CCOCC.O (ether water). The solvent is CN(C)C=O (DMF), CCCCC (pentane). Reaction conditions: temperature 70 celsius, time 5 hour. Product: COC1=CC=C(COC2=C(C=CC(=C2)I)Cl)C=C1 (2-[(4-methoxybenzyl)oxy]-1-chloro-4-iodobenzene). The yield is 91.9%. Reaction SMILES: [Cl:1][C:2]1[CH:7]=[CH:6][C:5]([I:8])=[CH:4][C:3]=1[OH:9].[CH3:10][O:11][C:12]1[CH:19]=[CH:18][C:15]([CH2:16]Cl)=[CH:14][CH:13]=1.C([O-])([O-])=O.[K+].[K+].CCOCC.O>CN(C=O)C.CCCCC>[CH3:10][O:11][C:12]1[CH:19]=[CH:18][C:15]([CH2:16][O:9][C:3]2[CH:4]=[C:5]([I:8])[CH:6]=[CH:7][C:2]=2[Cl:1])=[CH:14][CH:13]=1 |f:2.3.4,5.6|. Procedure details: A suspension of 300 g (1179 mmol) of 2-chloro-5-iodophenol, 184 g (1179 mmol) of 4-methoxybenzyl chloride and 195.5 g (1415 mmol) of anhydrous K2CO3 in 1.2 L of anhydrous DMF is stirred for 5 hours at 70° C. and then cooled to room temperature. The reaction medium is then poured into 3 L of a 2/1 ether/water mixture. The organic phase is washed with 2×1 L of water, dried over Na2SO4 and concentrated under reduced pressure, and the residue obtained is solidified in pentane. 406 g of 2-[(4-methoxy... Starting materials: COC(=O)C1(CC2=CC=CC=C2C1)NC(C1=CC(=C(C=C1)OCC1=CC=CC=C1)OCCC=1C=C(C=CC1)C)=O (2-[4-Benzyloxy-3-(2-m-tolyl-ethoxy)-benzoylamino]-indane-2-carboxylic acid methyl ester), [H][H] (hydrogen). Run in CC(OCC)=O (EA), [Pd] (palladium). The product is COC(=O)C1(CC2=CC=CC=C2C1)NC(C1=CC(=C(C=C1)O)OCCC=1C=C(C=CC1)C)=O (2-[4-Hydroxy-3-(2-m-tolyl-ethoxy)-benzoylamino]-indane-2-carboxylic acid methyl ester). The yield is 45.2%. As a reaction SMILES: [CH3:1][O:2][C:3]([C:5]1([NH:14][C:15](=[O:40])[C:16]2[CH:21]=[CH:20][C:19]([O:22]CC3C=CC=CC=3)=[C:18]([O:30][CH2:31][CH2:32][C:33]3[CH:34]=[C:35]([CH3:39])[CH:36]=[CH:37][CH:38]=3)[CH:17]=2)[CH2:13][C:12]2[C:7](=[CH:8][CH:9]=[CH:10][CH:11]=2)[CH2:6]1)=[O:4].[H][H]>CC(=O)OCC.[Pd]>[CH3:1][O:2][C:3]([C:5]1([NH:14][C:15](=[O:40])[C:16]2[CH:21]=[CH:20][C:19]([OH:22])=[C:18]([O:30][CH2:31][CH2:32][C:33]3[CH:34]=[C:35]([CH3:39])[CH:36]=[CH:37][CH:38]=3)[CH:17]=2)[CH2:6][C:7]2[C:12](=[CH:11][CH:10]=[CH:9][CH:8]=2)[CH2:13]1)=[O:4]. Procedure details: The compound of step 3 of example 253 (800 mg, 1.49 mmol) was dissolved in EA (15 ml) and hydrogenated in the presence of palladium (10%) on charcoal (200 mg) at a hydrogen pressure of 5 bar and room temperature for 6 h. The mixture was filtered over silica gel and evaporated to dryness. The residue was purified by RP HPLC (water/ACN gradient) to yield 300 mg of the title compound.